From a dataset of the Open Reaction Database (ORD), a public repository of structured organic reaction records. describe an organic reaction: reactants, conditions, products, and yield The reactants are [N-]=C=S.[Na+] (sodium isothiocyanate), N1=CC=CC=C1 (pyridine), CC1=NC(=CC=C1OC=1C(=NC=C(C1)SC1=NC=CC=C1)N)C (3-(2,6-dimethylpyridin-3-yloxy)-5-(pyridin-2-ylthio)pyridin-2-amine), CS(=O)(=O)ON=C([C@@H]1OC2(OC1)CCCCC2)Cl ((R)—N-(methylsulfonyloxy)-1,4-dioxaspiro[4.5]decane-2-carbimidoyl chloride). Run in C(C)#N (acetonitrile). Run at temperature 60 celsius, time 20 minute. The product is CC1=NC(=CC=C1OC=1C(=NC=C(C1)SC1=NC=CC=C1)NC1=NC(=NS1)[C@@H]1OC2(OC1)CCCCC2)C ((S)—N-(3-(2,6-dimethylpyridin-3-yloxy)-5-(pyridin-2-ylthio)pyridin-2-yl)-3-(1,4-dioxaspiro[4.5]decan-2-yl)-1,2,4-thiadiazol-5-amine). The yield is 41.4%. As a reaction SMILES: [N-:1]=[C:2]=[S:3].[Na+].N1C=CC=CC=1.CS(O[N:16]=[C:17](Cl)[C@H:18]1[CH2:22][O:21][C:20]2([CH2:27][CH2:26][CH2:25][CH2:24][CH2:23]2)[O:19]1)(=O)=O.[CH3:29][C:30]1[C:35]([O:36][C:37]2[C:38]([NH2:50])=[N:39][CH:40]=[C:41]([S:43][C:44]3[CH:49]=[CH:48][CH:47]=[CH:46][N:45]=3)[CH:42]=2)=[CH:34][CH:33]=[C:32]([CH3:51])[N:31]=1>C(#N)C>[CH3:29][C:30]1[C:35]([O:36][C:37]2[C:38]([NH:50][C:2]3[S:3][N:16]=[C:17]([C@H:18]4[CH2:22][O:21][C:20]5([CH2:23][CH2:24][CH2:25][CH2:26][CH2:27]5)[O:19]4)[N:1]=3)=[N:39][CH:40]=[C:41]([S:43][C:44]3[CH:49]=[CH:48][CH:47]=[CH:46][N:45]=3)[CH:42]=2)=[CH:34][CH:33]=[C:32]([CH3:51])[N:31]=1 |f:0.1|. Procedure: To a solution of sodium isothiocyanate (0.24 g, 3.0 mmol) in acetonitrile (30 mL) was added pyridine (0.51 g, 6.5 mmol) followed by (R)—N-(methylsulfonyloxy)-1,4-dioxaspiro[4.5]decane-2-carbimidoyl chloride (0.77 g, 2.6 mmol) and the reaction was stirred at 60° C. for 20 minutes, followed by addition of 3-(2,6-dimethylpyridin-3-yloxy)-5-(pyridin-2-ylthio)pyridin-2-amine (0.70 g, 2.2 mmol) and the reaction was stirred overnight at 60° C. The reaction was concentrated in vacuo and the residue part... The reactants are [OH-].[NH4+] (ammonium hydroxide), COCN1C(SC2=C1C=CC(=C2)C(C)C2=NN(C=C2)C2=NC=C(C=C2)OCCOC2OCCCC2)=O (3-(methoxymethyl)-6-{1-[1-(5-{2-(tetrahydro-2H-pyran-2-yloxy)ethoxy}pyridine-2-yl)-1H-pyrazol-3-yl]ethyl}-3H-1,3-benzothiazol-2-one), FC(C(=O)O)(F)F (trifluoroacetic acid), C1CCOC1 (THF). The solvent is CCOC(=O)C (EtOAc). Run at temperature 72 celsius, time 1 hour. Product: OCCOC=1C=CC(=NC1)N1N=C(C=C1)C(C)C1=CC2=C(NC(S2)=O)C=C1 (6-(1-{1-[5-(2-hydroxy-ethoxy)-pyridin-2-yl]-1H-pyrazol-3-yl}-ethyl)-3H-1,3-benzothiazol-2-one). Isolated yield 76.0%. RXN SMILES: COC[N:4]1[C:8]2[CH:9]=[CH:10][C:11]([CH:13]([C:15]3[CH:19]=[CH:18][N:17]([C:20]4[CH:25]=[CH:24][C:23]([O:26][CH2:27][CH2:28][O:29]C5CCCCO5)=[CH:22][N:21]=4)[N:16]=3)[CH3:14])=[CH:12][C:7]=2[S:6][C:5]1=[O:36].FC(F)(F)C(O)=O.C1COCC1.[OH-].[NH4+]>CCOC(C)=O>[OH:29][CH2:28][CH2:27][O:26][C:23]1[CH:24]=[CH:25][C:20]([N:17]2[CH:18]=[CH:19][C:15]([CH:13]([C:11]3[CH:10]=[CH:9][C:8]4[NH:4][C:5](=[O:36])[S:6][C:7]=4[CH:12]=3)[CH3:14])=[N:16]2)=[N:21][CH:22]=1 |f:3.4|. Procedure: Dissolve 3-(methoxymethyl)-6-{1-[1-(5-{2-(tetrahydro-2H-pyran-2-yloxy)ethoxy}pyridine-2-yl)-1H-pyrazol-3-yl]ethyl}-3H-1,3-benzothiazol-2-one (140 mg, 274.18 μmoles) in trifluoroacetic acid (0.05 M; 73 mmoles; 5.5 mL) and heat at reflux (˜72° C.) under N2 for 2 hr. (orange color observed after about 10 min. and at 70° C.). Cool the reaction to room temperature and concentrate under reduced pressure. Dissolve the residue in THF (0.05 M; 67 mmoles, 5.5 mL), add 28% ammonium hydroxide (0.2 M; 9.9 mm... Reactants: C(C)OC(C(CC1=CC=C(C=C1)OCCC1N(C(N(C1)CC1=CC=C(C=C1)C(F)(F)F)=O)C)(C)OCC)=O (2-Ethoxy-2-methyl-3-(4-{2-[3-methyl-2-oxo-1-(4-trifluoromethyl-benzyl)-imidazolidin-4-yl]-ethoxy}-phenyl)-propionic acid ethyl ester), [OH-].[Na+] (NaOH). Run in C(C)O (ethanol). The product is C(C)OC(C(=O)O)(CC1=CC=C(C=C1)OCCC1N(C(N(C1)CC1=CC=C(C=C1)C(F)(F)F)=O)C)C (2-Ethoxy-2-methyl-3-(4-{2-[3-methyl-2-oxo-1-(4-trifluoromethyl-benzyl)-imidazolidin-4-yl]-ethoxy}-phenyl)-propionic acid). Reaction SMILES: C([O:3][C:4](=[O:38])[C:5]([O:35][CH2:36][CH3:37])([CH3:34])[CH2:6][C:7]1[CH:12]=[CH:11][C:10]([O:13][CH2:14][CH2:15][CH:16]2[CH2:20][N:19]([CH2:21][C:22]3[CH:27]=[CH:26][C:25]([C:28]([F:31])([F:30])[F:29])=[CH:24][CH:23]=3)[C:18](=[O:32])[N:17]2[CH3:33])=[CH:9][CH:8]=1)C.[OH-].[Na+]>C(O)C>[CH2:36]([O:35][C:5]([CH3:34])([CH2:6][C:7]1[CH:8]=[CH:9][C:10]([O:13][CH2:14][CH2:15][CH:16]2[CH2:20][N:19]([CH2:21][C:22]3[CH:23]=[CH:24][C:25]([C:28]([F:30])([F:29])[F:31])=[CH:26][CH:27]=3)[C:18](=[O:32])[N:17]2[CH3:33])=[CH:11][CH:12]=1)[C:4]([OH:38])=[O:3])[CH3:37] |f:1.2|. Procedure: A solution of 2-Ethoxy-2-methyl-3-(4-{2-[3-methyl-2-oxo-1-(4-trifluoromethyl-benzyl)-imidazolidin-4-yl]-ethoxy}-phenyl)-propionic acid ethyl ester (0.19 g, 0.347 mmol) and 5N NaOH (0.5 mL) in ethanol (5 mL) is refluxed for 1 h, cooled to ambient temperature, and concentrated. The residue is diluted with CH2Cl2, washed, dried, and concentrated in vacuo to provide the title compound. 1H NMR (400 MHz, CDCl3): δ 7.63 (d, 2H, J=8.4 Hz), 7.44 (d, 2H, J=8.4 Hz), 7.08 (d, 2H, J=8.7 Hz), 6.76 (d, 2H, J=8... Reactants: CNC (Dimethylamine), BrC=1C=C(CBr)C=CC1 (3-bromobenzyl bromide), Cl (hydrochloric acid). Run in C1=CC=CC=C1 (benzene). Yields the product BrC=1C=C(CN(C)C)C=CC1 (3-bromo-N,N-dimethylbenzylamine). The yield is 79.9%. Reaction SMILES: [CH3:1][NH:2][CH3:3].[Br:4][C:5]1[CH:6]=[C:7]([CH:10]=[CH:11][CH:12]=1)[CH2:8]Br.Cl>C1C=CC=CC=1>[Br:4][C:5]1[CH:6]=[C:7]([CH:10]=[CH:11][CH:12]=1)[CH2:8][N:2]([CH3:3])[CH3:1]. Reported procedure: Dimethylamine (51.4 g, 1.14 mol) was reacted with 3-bromobenzyl bromide (95 g, 0.38 mol) in benzene at 5° and the mixtue was acidified with hydrochloric acid and the mixture was extracted with aqueous 3N hydrochloric acid. The aqueous extracts were made alkaline with aqueous potassium hydroxide and the oil which separated out was distilled to give 3-bromo-N,N-dimethylbenzylamine (65 g, 80%) b.p. 118°/20 mmHg.